Dataset: the Open Reaction Database (ORD), a public repository of structured organic reaction records. Task: describe an organic reaction: reactants, conditions, products, and yield Reactants: diazonium salt, CC1=C(N)C(=CC=C1)OC1=CC=CC=C1 (2-methyl-6-phenoxyaniline), Cl (hydrochloric acid), N(=O)[O-].[Na+] (sodium nitrite), F[B-](F)(F)F.[H+] (fluoroboric acid). Run in C(C)(=O)O (acetic acid), O (water). Product: O(C1=CC=CC=C1)C=1C=CC=C(C1O)C (6-phenoxy-o-cresol). The yield is 38.7%. Reaction SMILES: [CH3:1][C:2]1[CH:8]=[CH:7][CH:6]=[C:5]([O:9][C:10]2[CH:15]=[CH:14][CH:13]=[CH:12][CH:11]=2)[C:3]=1N.Cl.N([O-])=[O:18].[Na+].F[B-](F)(F)F.[H+]>C(O)(=O)C.O>[O:9]([C:5]1[CH:6]=[CH:7][CH:8]=[C:2]([CH3:1])[C:3]=1[OH:18])[C:10]1[CH:15]=[CH:14][CH:13]=[CH:12][CH:11]=1 |f:2.3,4.5|. Procedure details: A solution of 2-methyl-6-phenoxyaniline (19.3 g) in a mixture of conc. hydrochloric acid (17 ml) and water (60 ml), aqueous solution (10 ml) of sodium nitrite (6.7 g) and 42% fluoroboric acid (19 ml) were treated in a similar manner to that of Example 14-(1). The resultant diazonium salt was treated with acetic acid (400 ml) in a similar manner to that of Example 14-(1) to give oily 6-phenoxy-o-cresol (7.5 g).